Dataset: the Open Reaction Database (ORD), a public repository of structured organic reaction records. Task: describe an organic reaction: reactants, conditions, products, and yield Starting materials: ClC=1N=C2N3[C@@H](CNC(C3=CC2=CC1OCC)=O)C ((R)-6-chloro-7-ethoxy-4-methyl-3,4-dihydro-2H-2,4a,5-triaza-fluoren-1-one), [H-].[Al+3].[Li+].[H-].[H-].[H-] (lithium aluminium hydride), C(=O)([O-])C(O)C(O)C(=O)[O-].[K+].[Na+] (sodium potassium tartrate). Solvent: COC(C)(C)C (tert-butyl methyl ether). Product: ClC=1N=C2N3C(CNCC3=CC2=CC1OCC)C (6-chloro-7-ethoxy-4-methyl-1,2,3,4-tetrahydro-2,4a,5-triaza-fluorene). As a reaction SMILES: [Cl:1][C:2]1[N:3]=[C:4]2[C:12](=[CH:13][C:14]=1[O:15][CH2:16][CH3:17])[CH:11]=[C:10]1[N:5]2[C@H:6]([CH3:19])[CH2:7][NH:8][C:9]1=O.[H-].[Al+3].[Li+].[H-].[H-].[H-].C(C(C(C([O-])=O)O)O)([O-])=O.[K+].[Na+]>COC(C)(C)C>[Cl:1][C:2]1[N:3]=[C:4]2[C:12](=[CH:13][C:14]=1[O:15][CH2:16][CH3:17])[CH:11]=[C:10]1[N:5]2[CH:6]([CH3:19])[CH2:7][NH:8][CH2:9]1 |f:1.2.3.4.5.6,7.8.9|. Reported procedure: A suspension consisting of 0.51 g (1.82 mmol) (R)-6-chloro-7-ethoxy-4-methyl-3,4-dihydro-2H-2,4a,5-triaza-fluoren-1-one and 0.28 g (7.30 mmol) lithium aluminium hydride in 10 mL tert-butyl methyl ether was heated at reflux for 1 h. After cooling to room temperature the reaction mixture was poured into 10% aqueous sodium potassium tartrate solution and extracted twice with ethyl acetate. The organic fractions were washed with brine, dried over magnesium sulfate, filtered and evaporated. The so-ob... Starting materials: C(C1=CC=CC=C1)OC1=C(C=C(C=C1F)C1=CC=C(S1)C(=O)OC)C#N (Methyl 5-[4-(benzyloxy)-3-cyano-5-fluorophenyl]thiophene-2-carboxylate). Reagents/catalysts: [C].[Pd] (palladium-carbon). Run in CO.C1CCOC1 (methanol THF). The product is C(#N)C=1C=C(C=C(C1O)F)C1=CC=C(S1)C(=O)OC (methyl 5-(3-cyano-5-fluoro-4-hydroxyphenyl)thiophene-2-carboxylate). RXN SMILES: C([O:8][C:9]1[C:14]([F:15])=[CH:13][C:12]([C:16]2[S:20][C:19]([C:21]([O:23][CH3:24])=[O:22])=[CH:18][CH:17]=2)=[CH:11][C:10]=1[C:25]#[N:26])C1C=CC=CC=1>CO.C1COCC1.[C].[Pd]>[C:25]([C:10]1[CH:11]=[C:12]([C:16]2[S:20][C:19]([C:21]([O:23][CH3:24])=[O:22])=[CH:18][CH:17]=2)[CH:13]=[C:14]([F:15])[C:9]=1[OH:8])#[N:26] |f:1.2,3.4|. Reported procedure: Methyl 5-[4-(benzyloxy)-3-cyano-5-fluorophenyl]thiophene-2-carboxylate was stirred at room temperature in methanol-THF (1:1) under a hydrogen atmosphere at normal pressure in the presence of palladium-carbon to obtain methyl 5-(3-cyano-5-fluoro-4-hydroxyphenyl)thiophene-2-carboxylate. FN: 276. Reactants: ClC1=NC(=NC(=C1)Cl)C (4,6-dichloro-2-methylpyrimidine), CP(=O)(C)C1=CC=C(N)C=C1 (4-(dimethylphosphoryl) aniline), C([O-])([O-])=O.[K+].[K+] (potassium carbonate). The solvent is CN(C)C=O (DMF). Yields the product ClC1=CC(=NC(=N1)C)NC1=CC=C(C=C1)P(=O)(C)C (6-chloro-N-[4-(dimethylphosphoryl)phenyl]-2-methylpyrimidin-4-amine). Reaction SMILES: Cl[C:2]1[CH:7]=[C:6]([Cl:8])[N:5]=[C:4]([CH3:9])[N:3]=1.[CH3:10][P:11]([C:14]1[CH:20]=[CH:19][C:17]([NH2:18])=[CH:16][CH:15]=1)([CH3:13])=[O:12].C(=O)([O-])[O-].[K+].[K+]>CN(C=O)C>[Cl:8][C:6]1[N:5]=[C:4]([CH3:9])[N:3]=[C:2]([NH:18][C:17]2[CH:16]=[CH:15][C:14]([P:11]([CH3:13])([CH3:10])=[O:12])=[CH:20][CH:19]=2)[CH:7]=1 |f:2.3.4|. Procedure details: To a solution of 4,6-dichloro-2-methylpyrimidine (1.31 mmol) in 1 mL of DMF is added 4-(dimethylphosphoryl) aniline (0.221 g, 1.31 mmol) and potassium carbonate (0.217 g, 1.57 mmol). The mixture is heated at 110° C. until formation of the desired compound. The reaction mixture is basified with saturated sodium bicarbonate solution. The suspension is filtered and washed with ethyl acetate.